Task: describe an organic reaction: reactants, conditions, products, and yield. Dataset: the Open Reaction Database (ORD), a public repository of structured organic reaction records Starting materials: C(C)(=O)N1C(C2=C(C=CC=C2CC1)N)C(F)(F)F (2-Acetyl-8-amino-trifluoromethyl-1,2,3,4-tetrahydroisoquinoline), C(C)(=O)N1CC2=C(C(=CC=C2CC1)C(F)(F)F)[N+](=O)[O-] (2-acetyl-8-nitro-7-trifluoromethyl-1,2,3,4-tetrahydroisoquinoline). Product: [N+](=O)([O-])C=1C(=CC=C2CCNCC12)C(F)(F)F (8-nitro-7-trifluoromethyl-1,2,3,4-tetrahydroisoquinoline). Reaction SMILES: C(N1CCC2C(=C(N)C=CC=2)C1C(F)(F)F)(=O)C.C([N:22]1[CH2:31][CH2:30][C:29]2[C:24](=[C:25]([N+:36]([O-:38])=[O:37])[C:26]([C:32]([F:35])([F:34])[F:33])=[CH:27][CH:28]=2)[CH2:23]1)(=O)C>>[N+:36]([C:25]1[C:26]([C:32]([F:35])([F:33])[F:34])=[CH:27][CH:28]=[C:29]2[C:24]=1[CH2:23][NH:22][CH2:31][CH2:30]2)([O-:38])=[O:37]. Reported procedure: 2-Acetyl-8-amino-trifluoromethyl-1,2,3,4-tetrahydroisoquinoline, prepared as in Example 20, is converted to 2-acetyl-8-nitro-7-trifluoromethyl-1,2,3,4-tetrahydroisoquinoline by the procedure of Example 24. Removing the 2-acetyl group by acid hydrolysis according to the procedure of Example 15 gives 8-nitro-7-trifluoromethyl-1,2,3,4-tetrahydroisoquinoline.